From a dataset of the Open Reaction Database (ORD), a public repository of structured organic reaction records. describe an organic reaction: reactants, conditions, products, and yield Reactants: CO, O=C1c2ccc([N+](=O)[O-])cc2C(=O)N1CC1CC1, [Na+], [Na+], [Na+], [Na+], O=C([O-])[O-], O, O=S([O-])S(=O)[O-]. Yields the product Nc1ccc2c(c1)C(=O)N(CC1CC1)C2=O. RXN SMILES: [CH3:33][OH:34].[CH:1]1([CH2:4][N:5]2[C:6](=[O:18])[c:7]3[c:8]([cH:11][c:12]([N+:15]([O-:16])=[O:17])[cH:13][cH:14]3)[C:9]2=[O:10])[CH2:2][CH2:3]1.[Na+:25].[Na+:26].[Na+:27].[Na+:28].[O-:29][C:30](=[O:31])[O-:32].[OH2:35].[S:19]([S:20]([O-:21])=[O:22])([O-:23])=[O:24]>>[CH:1]1([CH2:4][N:5]2[C:6](=[O:18])[c:7]3[c:8]([cH:11][c:12]([NH2:15])[cH:13][cH:14]3)[C:9]2=[O:10])[CH2:2][CH2:3]1.